This data is from the Open Reaction Database (ORD), a public repository of structured organic reaction records. The task is: describe an organic reaction: reactants, conditions, products, and yield Starting materials: C(C)(C)(C)OC(NC1=C(C=C(C=C1)C1=C(C=CC=C1)OC(F)(F)F)NC(=O)OC(C)(C)C)=O ((3-tert-Butoxycarbonylamino-2′-trifluoromethoxy-biphenyl-4-yl)-carbamic acid tert-butyl ester), C(=O)(C(F)(F)F)O (TFA), COC(C(Cl)(Cl)Cl)=N (methyl-2,2,2-trichloroacetimidate). Solvent: C(Cl)Cl (DCM). Reaction conditions: time 12 hour. Yields the product ClC(C1=NC2=C(N1)C=CC(=C2)C2=C(C=CC=C2)OC(F)(F)F)(Cl)Cl (2-Trichloromethyl-5-(2-trifluoromethoxy-phenyl)-1H-benzimidazole). Isolated yield 85.0%. RXN SMILES: C(OC(=O)[NH:7][C:8]1[CH:13]=[CH:12][C:11]([C:14]2[CH:19]=[CH:18][CH:17]=[CH:16][C:15]=2[O:20][C:21]([F:24])([F:23])[F:22])=[CH:10][C:9]=1[NH:25][C:26](OC(C)(C)C)=O)(C)(C)C.C(O)(C(F)(F)F)=O.COC(=N)[C:44]([Cl:47])([Cl:46])[Cl:45]>C(Cl)Cl>[Cl:45][C:44]([Cl:47])([Cl:46])[C:26]1[NH:7][C:8]2[CH:13]=[CH:12][C:11]([C:14]3[CH:19]=[CH:18][CH:17]=[CH:16][C:15]=3[O:20][C:21]([F:23])([F:24])[F:22])=[CH:10][C:9]=2[N:25]=1. Procedure: (3-tert-Butoxycarbonylamino-2′-trifluoromethoxy-biphenyl-4-yl)-carbamic acid tert-butyl ester (573 mg, 1.22 mmol, as prepared in the previous step) was placed in a mL vial equipped with a magnetic stir bar. DCM (10 mL) and TFA (5 mL) were added, and the mixture stirred at rt for 12 h. The solvent was removed under reduced pressure, and the residue was dissolved in DCM and washed with 2M aq NaOH. The organic extract was dried over MgSO4 and concentrated in vacuo. The residue was dissolved in AcOH... Starting materials: OOS(=O)[O-].[K+] (Oxone), CC=1C=C(SC1)C=1C(=C(C=CC1)C(=O)C(=O)C1=CC(=C(C=C1)OC)OC)C1=CC=CC=C1 (4-Methylthiophenyl-3′,4′-dimethoxyphenyl Benzil), CO (methanol), O1CCCC1 (tetrahydrofuran). The solvent is O (water), O (water). Run at temperature 40 celsius. The product is CS(=O)(=O)C1=CC=C(C=C1)C=1C(=C(C=CC1)C(=O)C(=O)C1=CC(=C(C=C1)OC)OC)C1=CC=CC=C1 (4-Methylsulfonylphenyl-3′,4′-dimethoxyphenyl Benzil). Isolated yield 95.0%. Reaction SMILES: O[O:2][S:3]([O-:5])=O.[K+].[CH3:7][C:8]1[CH:9]=[C:10]([C:13]2[C:14]([C:33]3[CH:38]=[CH:37][CH:36]=[CH:35][CH:34]=3)=[C:15]([C:19]([C:21]([C:23]3[CH:28]=[CH:27][C:26]([O:29][CH3:30])=[C:25]([O:31][CH3:32])[CH:24]=3)=[O:22])=[O:20])[CH:16]=[CH:17][CH:18]=2)SC=1.[CH3:39]O.O1CC[CH2:43][CH2:42]1>O>[CH3:39][S:3]([C:7]1[CH:8]=[CH:9][C:10]([C:13]2[C:14]([C:33]3[CH:34]=[CH:35][CH:36]=[CH:37][CH:38]=3)=[C:15]([C:19]([C:21]([C:23]3[CH:28]=[CH:27][C:26]([O:29][CH3:30])=[C:25]([O:31][CH3:32])[CH:24]=3)=[O:22])=[O:20])[CH:16]=[CH:17][CH:18]=2)=[CH:43][CH:42]=1)(=[O:5])=[O:2] |f:0.1|. Reported procedure: A solution of Oxone®(9.8 g, 16 mmol) in water (50 ml) was added dropwise over 15 minutes to a solution of the benzil from Step 3 (2.0 g, 63 mmol) in a methanol:tetrahydrofuran solution (2:1, 100 ml). The reaction mixture was warmed to 40° C. for 2 hours, cooled and poured into water (500 ml). The solid precipitate was filtered and air dried to give 2.0 g (95%) of desired product as a solid: mp 181-183° C. Anal. Calc'd. for C17H16O6S (MW 348.38): C, 58.61; H, 4.63; S, 9.20. Found: C, 58.55; H, 4.... Procedure: Polyphosphoric acid (100 mL) was added to a beaker containing 2-aminophenol (17.7 g, 162 mmol) and 4-bromo-3-methylbenzoic acid (13.6 g, 64 mmol). The mixture was heated at 200° C. for 1 h, then poured into ice water (1 L) and allowed to stand overnight. The mixture was filtered and dried to afford 2-(4-bromo-3-methyl(phenyl))-benzoxazole as a colorless solid. A solution of 2-(4-bromo-3-methyl(phenyl))-benzoxazole (670 mg, 2.3 mmol), 2-(tributylstannyl)pyridine (850 mg, 2.3 mmol), Pd(Ph3P)4 (270... Starting materials: NC1=C(C=CC=C1)O (2-aminophenol), BrC1=C(C=C(C(=O)O)C=C1)C (4-bromo-3-methylbenzoic acid), ice water. Product: BrC1=C(C=C(C=C1)C=1OC2=C(N1)C=CC=C2)C (2-(4-bromo-3-methyl(phenyl))-benzoxazole). Reaction conditions: temperature 200 celsius, time 8 hour. Reaction SMILES: [NH2:1][C:2]1[CH:7]=[CH:6][CH:5]=[CH:4][C:3]=1[OH:8].[Br:9][C:10]1[CH:18]=[CH:17][C:13]([C:14](O)=O)=[CH:12][C:11]=1[CH3:19]>>[Br:9][C:10]1[CH:18]=[CH:17][C:13]([C:14]2[O:8][C:3]3[CH:4]=[CH:5][CH:6]=[CH:7][C:2]=3[N:1]=2)=[CH:12][C:11]=1[CH3:19]. Solvent: Polyphosphoric acid. Starting materials: COC(CC(C)=O)=O (3-oxo-butyric acid methyl ester), R3—(CH2)m—NH2, [C@H](C)(CC)N ((S)-sec-butylamine), FC(C=1C=C(C=C(C1)C(F)(F)F)C(CBr)=O)(F)F (1-(3,5-Bis-trifluoromethyl-phenyl)-2-bromo-ethanone), C1(CC1)CN (cyclopropanemethylamine). The product is [C@H](C)(CC)NC(=O)C1=C(N(C(=C1)C1=CC(=CC(=C1)C(F)(F)F)C(F)(F)F)CC1CC1)C ((S)-5-(3,5-Bis-trifluoromethyl-phenyl)-1-cyclopropylmethyl-2-methyl-1H-pyrrole-3-carboxylic acid sec-butylamide). Reaction SMILES: C[O:2][C:3](=O)[CH2:4][C:5](=O)[CH3:6].[F:9][C:10]([F:26])([F:25])[C:11]1[CH:12]=[C:13]([C:21](=O)[CH2:22]Br)[CH:14]=[C:15]([C:17]([F:20])([F:19])[F:18])[CH:16]=1.[CH:27]1([CH2:30][NH2:31])[CH2:29][CH2:28]1.[C@@H:32]([NH2:36])([CH2:34][CH3:35])[CH3:33]>>[C@@H:32]([NH:36][C:3]([C:4]1[CH:22]=[C:21]([C:13]2[CH:12]=[C:11]([C:10]([F:26])([F:25])[F:9])[CH:16]=[C:15]([C:17]([F:20])([F:19])[F:18])[CH:14]=2)[N:31]([CH2:30][CH:27]2[CH2:29][CH2:28]2)[C:5]=1[CH3:6])=[O:2])([CH2:34][CH3:35])[CH3:33]. Reported procedure: The title compound was synthesized in analogy to Example 68, using 3-oxo-butyric acid methyl ester as compound of formula R, 1-(3,5-Bis-trifluoromethyl-phenyl)-2-bromo-ethanone as compound of formula S, cyclopropanemethylamine as R3—(CH2)m—NH2 and (S)-sec-butylamine as R1R2NH, MS (ISP) 447.3 (M+H)+. The reactants are COC(C=1C(C(=O)OC)=C(C=CC1)O)=O (3-hydroxyphthalic acid dimethyl ester), C([O-])([O-])=O.[K+].[K+] (potassium carbonate), BrCC1=CC(=CC=C1)OC (1-bromomethyl-3-methoxy-benzene). The solvent is CC(=O)C (acetone). Product: COC(C=1C(C(=O)OC)=C(C=CC1)OCC1=CC(=CC=C1)OC)=O (3-(3-methoxy-benzyloxy)-phthalic acid dimethyl ester). Isolated yield 122.3%. Reaction SMILES: [CH3:1][O:2][C:3](=[O:15])[C:4]1[C:5](=[C:10]([OH:14])[CH:11]=[CH:12][CH:13]=1)[C:6]([O:8][CH3:9])=[O:7].C(=O)([O-])[O-].[K+].[K+].Br[CH2:23][C:24]1[CH:29]=[CH:28][CH:27]=[C:26]([O:30][CH3:31])[CH:25]=1>CC(C)=O>[CH3:1][O:2][C:3](=[O:15])[C:4]1[C:5](=[C:10]([O:14][CH2:23][C:24]2[CH:29]=[CH:28][CH:27]=[C:26]([O:30][CH3:31])[CH:25]=2)[CH:11]=[CH:12][CH:13]=1)[C:6]([O:8][CH3:9])=[O:7] |f:1.2.3|. Procedure: To a stirred suspension of 3-hydroxyphthalic acid dimethyl ester (1 g, 5.2 mmol) in acetone (45 mL) and potassium carbonate (2.2 g, 15.7 mmol) was added 1-bromomethyl-3-methoxy-benzene (0.77 mL, 5.5 mmol) and refluxed for three hours. The solvent was evaporated and the residue was partitioned between water (50 mL) and ethyl acetate (80 mL) and washed with water (2×50 mL). The combined organic phases was dried, concentrated and purified by flash column chromatography (EtOAc/Hexane) to give 3-(3-m... The reactants are CC1=NC2=CC=CC=C2C(=C1)OCC1=CC=C(C=C1)C1=C(C=CC=C1)C=1N=NN(N1)C(C1=CC=CC=C1)(C1=CC=CC=C1)C1=CC=CC=C1 (2-methyl-4-[(2'-(2-triphenylmethyl-2H-tetrazol-5-yl)biphenyl-4-yl)methoxy]quinoline), solution, O1CCOCC1.Cl (hydrogen chloride dioxane). Run in O (water). Run at time 72 hour. Yields the product Cl.CC1=NC2=CC=CC=C2C(=C1)OCC1=CC=C(C=C1)C1=C(C=CC=C1)C1=NN=NN1 (2-methyl-4-[(2'-(1H-tetrazol-5-yl)biphenyl-4-yl)methoxy]quinoline hydrochloride). As a reaction SMILES: [CH3:1][C:2]1[CH:11]=[C:10]([O:12][CH2:13][C:14]2[CH:19]=[CH:18][C:17]([C:20]3[CH:25]=[CH:24][CH:23]=[CH:22][C:21]=3[C:26]3[N:27]=[N:28][N:29](C(C4C=CC=CC=4)(C4C=CC=CC=4)C4C=CC=CC=4)[N:30]=3)=[CH:16][CH:15]=2)[C:9]2[C:4](=[CH:5][CH:6]=[CH:7][CH:8]=2)[N:3]=1.O1CCOCC1.[ClH:56]>O>[ClH:56].[CH3:1][C:2]1[CH:11]=[C:10]([O:12][CH2:13][C:14]2[CH:15]=[CH:16][C:17]([C:20]3[CH:25]=[CH:24][CH:23]=[CH:22][C:21]=3[C:26]3[NH:27][N:28]=[N:29][N:30]=3)=[CH:18][CH:19]=2)[C:9]2[C:4](=[CH:5][CH:6]=[CH:7][CH:8]=2)[N:3]=1 |f:1.2,4.5|. Reported procedure: A mixture of 2-methyl-4-[(2'-(2-triphenylmethyl-2H-tetrazol-5-yl)biphenyl-4-yl)methoxy]quinoline (A) (890 mg) and a 7.5M solution of hydrogen chloride dioxane (10 ml) and water (1 ml) was allowed to stand for 72 hours. Volatile material was removed by evaporation and the residue was triturated with ether (2×50 ml). The ether was decanted off and the solid residue crystallised from isopropanol to give 2-methyl-4-[(2'-(1H-tetrazol-5-yl)biphenyl-4-yl)methoxy]quinoline hydrochloride (370 mg), as a w... The reactants are COCCC(=O)N (3-methoxypropionamide), CN(CCCN)C (3-dimethylaminopropylamine), N (ammonia). Yields the product CN(CCCNC(CCOC)=O)C (N-(3-dimethylaminopropyl)-3-methoxypropionamide). As a reaction SMILES: [CH3:1][O:2][CH2:3][CH2:4][C:5]([NH2:7])=[O:6].[CH3:8][N:9]([CH3:14])[CH2:10][CH2:11][CH2:12]N.N>>[CH3:8][N:9]([CH3:14])[CH2:10][CH2:11][CH2:12][NH:7][C:5](=[O:6])[CH2:4][CH2:3][O:2][CH3:1]. Procedure: 103.1 g (1.0 mole) of 3-methoxypropionamide are heated with 107.3 g (1.05 mole) of 3-dimethylaminopropylamine for 6 hours in a temperature range of 145°-170° C. until the evolution of ammonia is complete. In the subsequent distillation in a high vacuum 176 g (0.93 mole=93.5% of the theoretical yield) of a colorless liquid are obtained having Bp0.1 of 97°-99° C. Reactants: SC1=NC(=NN1)CCC(=O)OCC (ethyl 3-(5-mercapto-1H-1,2,4-triazol-3-yl)propanoate), C([O-])([O-])=O.[Na+].[Na+] (sodium carbonate), Example 21, N(=O)[O-].[Na+] (sodium nitrite), [N+](=O)(O)[O-] (nitric acid). The solvent is O (water). Reaction conditions: time 15 hour. Yields the product N1N=C(N=C1)CCC(=O)O (3-(1H-1,2,4-triazol-3-yl)propanoic acid). Isolated yield 99.0%. RXN SMILES: S[C:2]1[NH:6][N:5]=[C:4]([CH2:7][CH2:8][C:9]([O:11]CC)=[O:10])[N:3]=1.N([O-])=O.[Na+].[N+]([O-])(O)=O.C(=O)([O-])[O-].[Na+].[Na+]>O>[NH:6]1[CH:2]=[N:3][C:4]([CH2:7][CH2:8][C:9]([OH:11])=[O:10])=[N:5]1 |f:1.2,4.5.6|. Reported procedure: ethyl 3-(5-mercapto-1H-1,2,4-triazol-3-yl)propanoate obtained in Reference Example 21 (650 mg, 3.23 mmol) was added slowly to a mixed solution of sodium nitrite (8.91 mg, 0.129 mmol), nitric acid (3 mL) and water (6 mL) while keeping 45° C. or less. The solution was stirred at room temperature for 15 hr, and neutralized with saturated aqueous sodium carbonate solution. The mixture was concentrated under reduced pressure, and the residue was crystallized from THF, and washed with THF. Ethanol was...